This data is from the Open Reaction Database (ORD), a public repository of structured organic reaction records. The task is: describe an organic reaction: reactants, conditions, products, and yield The reactants are Cl, O=N[O-], [Na+], Nc1cnc2ccccc2c1. Yields the product Cl, NNc1cnc2ccccc2c1. RXN SMILES: [ClH:16].[N:12]([O-:13])=[O:14].[Na+:15].[n:1]1[cH:2][c:3]([NH2:11])[cH:4][c:5]2[cH:6][cH:7][cH:8][cH:9][c:10]12>>[ClH:16].[n:1]1[cH:2][c:3]([NH:11][NH2:12])[cH:4][c:5]2[cH:6][cH:7][cH:8][cH:9][c:10]12. Starting materials: C(C1=CC=CC=C1)OC=1C(=CC2=C(C3CC4=C(CN3CC2)C(=C(C=C4Cl)OC)OC(CCCCCCCCCC)=O)C1)OC (2-benzyloxy-3,10-dimethoxy-9-undecanoyloxy-12-chloro-5,8,13,13a-tetrahydro-6H-dibenzo[a,g]quinolizine). The reagents and catalysts are [Ni] (Ni). The product is OC=1C(=CC2=C(C3CC4=C(CN3CC2)C(=C(C=C4Cl)OC)OC(CCCCCCCCCC)=O)C1)OC (2-hydroxy-3,10-dimethoxy-9-undecanoyloxy-12-chloro-5,8,13,13a-tetrahydro-6H-dibenzo[a,g]quinolizine). RXN SMILES: C([O:8][C:9]1[C:10]([O:43][CH3:44])=[CH:11][C:12]2[CH2:21][CH2:20][N:19]3[CH:14]([CH2:15][C:16]4[C:25]([Cl:26])=[CH:24][C:23]([O:27][CH3:28])=[C:22]([O:29][C:30](=[O:41])[CH2:31][CH2:32][CH2:33][CH2:34][CH2:35][CH2:36][CH2:37][CH2:38][CH2:39][CH3:40])[C:17]=4[CH2:18]3)[C:13]=2[CH:42]=1)C1C=CC=CC=1>[Ni]>[OH:8][C:9]1[C:10]([O:43][CH3:44])=[CH:11][C:12]2[CH2:21][CH2:20][N:19]3[CH:14]([CH2:15][C:16]4[C:25]([Cl:26])=[CH:24][C:23]([O:27][CH3:28])=[C:22]([O:29][C:30](=[O:41])[CH2:31][CH2:32][CH2:33][CH2:34][CH2:35][CH2:36][CH2:37][CH2:38][CH2:39][CH3:40])[C:17]=4[CH2:18]3)[C:13]=2[CH:42]=1. Procedure details: A product obtained in Example 39 (0.07 g, 0.1 mmol) was hydrogenated in the present of Raney-Ni. The desired product was obtained following the synthetic procedure described in Example 1, 4 or 7. The product was given as pale brown oil (0.05 g, 85.8%). 1HNMR (CDCl3) δ: 0.95 (3H, s, CH3), 1.32˜1.56 (16H, m, CH2), 2.12˜2.21 (2H, m, CH2) 2.58˜2.70 (3H, m, CH2), 3.04˜3.24, 3.38˜3.39 (3H, m, CH2), 3.54˜3.66 (2H, m, CH2 and N—CH), 3.87 (3H, s, Ar—OCH3), 3.88 (3H, s, Ar—OCH3), 4.25 (1H, d, CH2), 5.52 (...